The task is: describe an organic reaction: reactants, conditions, products, and yield. This data is from the Open Reaction Database (ORD), a public repository of structured organic reaction records. Reactants: II (iodine), COC1=C(C=C(C=C1)OC)C(C)(C)C (1,4-dimethoxy-2-t-butyl-benzene), CN(CCN(C)C)C (tetramethylethylenediamine), C(CCC)[Li] (n-butyllithium). Run in O1CCCC1 (tetrahydrofuran), CCOCC (ether). Reaction conditions: temperature 22 celsius, time 18 hour. Yields the product COC1=C(C=C(C(=C1)C(C)(C)C)OC)I (2,5-dimethoxy-4-t-butylphenyl iodide). RXN SMILES: [CH3:1][O:2][C:3]1[CH:8]=[CH:7][C:6]([O:9][CH3:10])=[CH:5][C:4]=1[C:11]([CH3:14])([CH3:13])[CH3:12].CN(C)CCN(C)C.C([Li])CCC.[I:28]I>CCOCC.O1CCCC1>[CH3:10][O:9][C:6]1[CH:5]=[C:4]([C:11]([CH3:14])([CH3:13])[CH3:12])[C:3]([O:2][CH3:1])=[CH:8][C:7]=1[I:28]. Procedure: A stirred solution of 3.00 g (15.5 mmol) of 1,4-dimethoxy-2-t-butyl-benzene (obtained by methylation of t-butyl hydroqulnone with sodium hydride and methyl iodide in tetrahydrofuran) and 2.52 g (21.7 mmol) of tetramethylethylenediamine in 50 mL of anhydrous ether under nitrogen is cooled to 0° C. and 8.66 mL (21.7 mmol) of n-butyllithium (2.5M in hexane) is added over a 5 minute period. The mixture is warmed to 22° C., stirred for 18 hours and then cooled back to 0° C. The reaction is quenched w... Starting materials: O (Water), NC1=CC=C(C(=O)OCC)C=C1 (ethyl 4-aminobenzoate), C1(CCCCC1)=O (cyclohexanone), C(C)(=O)O[BH-](OC(C)=O)OC(C)=O.[Na+] (sodium triacetoxyborohydride). The solvent is O1CCCC1 (tetrahydrofuran), C(C)(=O)O (acetic acid). Reaction conditions: time 2 hour. Product: C1(CCCCC1)NC1=CC=C(C(=O)OCC)C=C1 (ethyl 4-cyclohexylaminobenzoate). Yield: 84.9%. As a reaction SMILES: [NH2:1][C:2]1[CH:12]=[CH:11][C:5]([C:6]([O:8][CH2:9][CH3:10])=[O:7])=[CH:4][CH:3]=1.[C:13]1(=O)[CH2:18][CH2:17][CH2:16][CH2:15][CH2:14]1.C(O[BH-](OC(=O)C)OC(=O)C)(=O)C.[Na+].O>O1CCCC1.C(O)(=O)C>[CH:13]1([NH:1][C:2]2[CH:3]=[CH:4][C:5]([C:6]([O:8][CH2:9][CH3:10])=[O:7])=[CH:11][CH:12]=2)[CH2:18][CH2:17][CH2:16][CH2:15][CH2:14]1 |f:2.3|. Reported procedure: To a solution of ethyl 4-aminobenzoate (20.00 g, 0.120 mol) and cyclohexanone (17.80 g, 0.180 mol) in tetrahydrofuran (100 ml) and acetic acid (10 ml) was added sodium triacetoxyborohydride (38.50 g, 0.180 mol) at room temperature, and the mixture was stirred for 2 hr. Water was added to the reaction mixture and the mixture was extracted with toluene. The organic layer was successively washed with water, saturated aqueous sodium hydrogen carbonate and saturated brine and dried over anhydrous mag...